Dataset: the Open Reaction Database (ORD), a public repository of structured organic reaction records. Task: describe an organic reaction: reactants, conditions, products, and yield The reactants are ( iv ), O1CCC(CC1)N (tetrahydropyran-4-yl amine), BrC1=CC=C(C=C1)CC(=O)O ((4-bromo-phenyl)-acetic acid). The product is BrC1=CC=C(C=C1)CC(=O)NC1CCOCC1 (2-(4-Bromo-phenyl)-N-(tetrahydro-pyran-4-yl)-acetamide). Isolated yield 100.0%. Reaction SMILES: [O:1]1[CH2:6][CH2:5][CH:4]([NH2:7])[CH2:3][CH2:2]1.[Br:8][C:9]1[CH:14]=[CH:13][C:12]([CH2:15][C:16](O)=[O:17])=[CH:11][CH:10]=1>>[Br:8][C:9]1[CH:14]=[CH:13][C:12]([CH2:15][C:16]([NH:7][CH:4]2[CH2:5][CH2:6][O:1][CH2:2][CH2:3]2)=[O:17])=[CH:11][CH:10]=1. Procedure: The title compound was prepared in substantially the same way as intermediate (iv) by coupling of tetrahydropyran-4-yl amine with (4-bromo-phenyl)-acetic acid to give 0.65 g (100% yield) as a thick oil which solidified on standing. Starting materials: solution, FC(C(=O)O)(F)F (trifluoroacetic acid), ClCCl (dichloromethane), C(C)(C)(C)OC(=O)NC1=CC=C(C=C1)CCCC#N (4-[4-(t-Butoxycarbonylamino)phenyl]butanenitrile). Conditions: time 30 minute. Yields the product NC1=CC=C(C=C1)CCCC#N (4-(4-Aminophenyl)butanenitrile). Isolated yield 117.5%. RXN SMILES: FC(F)(F)C(O)=O.ClCCl.C(OC([NH:18][C:19]1[CH:24]=[CH:23][C:22]([CH2:25][CH2:26][CH2:27][C:28]#[N:29])=[CH:21][CH:20]=1)=O)(C)(C)C>>[NH2:18][C:19]1[CH:20]=[CH:21][C:22]([CH2:25][CH2:26][CH2:27][C:28]#[N:29])=[CH:23][CH:24]=1. Reported procedure: A 0.25 M solution of trifluoroacetic acid in dichloromethane (5 mL, 1.25 mmol) was added to 4-[4-(t-Butoxycarbonylamino)phenyl]butanenitrile (98) (0.22 g, 0.85 mmol). After 30 min, reaction was quenched with 1 N NaOH solution. The mixture was partitioned with ethyl acetate (30 mL) and water (20 mL). The organic layer was dried over MgSO4, concentrated to give 4-(4-Aminophenyl)butanenitrile (97) (0.16 g, 99%) which was used without further purification. Reported procedure: Hydrogen peroxide (36%, 100 ml) was added over a period of 2 hours, while stirring, to a hot (60° C.) solution of 2-methylthio-4-(4-nitro-phenyl)-1H-imidazole (19.6 g) in methanol (500 ml). After an additional 24 hours of heating at 60° C., the mixture was cooled to room temperature, filtered, and the filter cake was dried to give 16.1 g of the title compound. Product: CS(=O)C=1NC=C(N1)C1=CC=C(C=C1)[N+](=O)[O-] (2-Methylsulfinyl-4-(4-nitrophenyl)-1H-imidazole). Reaction SMILES: [OH:1]O.[CH3:3][S:4][C:5]1[NH:6][CH:7]=[C:8]([C:10]2[CH:15]=[CH:14][C:13]([N+:16]([O-:18])=[O:17])=[CH:12][CH:11]=2)[N:9]=1>CO>[CH3:3][S:4]([C:5]1[NH:6][CH:7]=[C:8]([C:10]2[CH:11]=[CH:12][C:13]([N+:16]([O-:18])=[O:17])=[CH:14][CH:15]=2)[N:9]=1)=[O:1]. Starting materials: OO (Hydrogen peroxide), CSC=1NC=C(N1)C1=CC=C(C=C1)[N+](=O)[O-] (2-methylthio-4-(4-nitro-phenyl)-1H-imidazole). Solvent: CO (methanol). Reaction conditions: temperature 60 celsius. The reactants are CC(=O)OC1C(N2CCCC2)CC2C3CCC4CC(O)C(N5CCC(O)CC5)CC4(C)C3CCC21C, CBr. Yields the product [Br-], CC(=O)OC1C([N+]2(C)CCCC2)CC2C3CCC4CC(O)C(N5CCC(O)CC5)CC4(C)C3CCC21C. Reaction SMILES: [C:1]([CH3:2])(=[O:3])[O:4][CH:5]1[C:6]2([CH3:7])[CH:8]([CH2:9][CH:10]1[N:11]1[CH2:12][CH2:13][CH2:14][CH2:15]1)[CH:16]1[CH2:17][CH2:18][CH:19]3[CH2:20][CH:21]([OH:36])[CH:22]([N:29]4[CH2:30][CH2:31][CH:32]([OH:35])[CH2:33][CH2:34]4)[CH2:23][C:24]3([CH3:25])[CH:26]1[CH2:27][CH2:28]2.[CH3:37][Br:38]>>[Br-:38].[C:1]([CH3:2])(=[O:3])[O:4][CH:5]1[C:6]2([CH3:7])[CH:8]([CH2:9][CH:10]1[N+:11]1([CH3:37])[CH2:12][CH2:13][CH2:14][CH2:15]1)[CH:16]1[CH2:17][CH2:18][CH:19]3[CH2:20][CH:21]([OH:36])[CH:22]([N:29]4[CH2:30][CH2:31][CH:32]([OH:35])[CH2:33][CH2:34]4)[CH2:23][C:24]3([CH3:25])[CH:26]1[CH2:27][CH2:28]2. Reactants: ClC1=NC(=NC(=N1)N1CCOCC1)NC1=NNC(=C1)C1CC1 (4-Chloro-N-(5-cyclopropyl-1H-pyrazol-3-yl)-6-morpholino-1,3,5-triazin-2-amine), CO[C@H]1C[C@H](NC1)C(=O)O ((2S,4S)-4-methoxypyrrolidine-2-carboxylic acid). Yields the product C1(CC1)C1=CC(=NN1)NC1=NC(=NC(=N1)N1CCOCC1)N1[C@@H](C[C@@H](C1)OC)C(=O)O ((2S,4S)-1-(4-(5-Cyclopropyl-1H-pyrazol-3-ylamino)-6-morpholino-1,3,5-triazin-2-yl)-4-methoxypyrrolidine-2-carboxylic acid). Reaction SMILES: Cl[C:2]1[N:7]=[C:6]([N:8]2[CH2:13][CH2:12][O:11][CH2:10][CH2:9]2)[N:5]=[C:4]([NH:14][C:15]2[CH:19]=[C:18]([CH:20]3[CH2:22][CH2:21]3)[NH:17][N:16]=2)[N:3]=1.[CH3:23][O:24][C@@H:25]1[CH2:29][NH:28][C@H:27]([C:30]([OH:32])=[O:31])[CH2:26]1>>[CH:20]1([C:18]2[NH:17][N:16]=[C:15]([NH:14][C:4]3[N:5]=[C:6]([N:8]4[CH2:13][CH2:12][O:11][CH2:10][CH2:9]4)[N:7]=[C:2]([N:28]4[CH2:29][C@@H:25]([O:24][CH3:23])[CH2:26][C@H:27]4[C:30]([OH:32])=[O:31])[N:3]=3)[CH:19]=2)[CH2:22][CH2:21]1. Reported procedure: Compound 112B was prepared from 112A and (2S,4S)-4-methoxypyrrolidine-2-carboxylic acid as described for 1. LC/MS [M+H]+: 431; Ret time (Method F): 2.27 min. The reactants are C(=O)C(CO)OC(C=O)N1C(NC(C=C1)=O)=O (α-(1-Formyl-2-hydroxyethoxy)-3,4-dihydro-2,4-dioxo-1(2H)pyrimidineacetaldehyde), NC1=NOC(=C1)C (3-amino-5-methylisoxazole). The solvent is CO (methanol), O (water). Reaction conditions: time 5 hour. The product is OC1N(C([C@H](O[C@H]1N1C(=O)NC(=O)C=C1)CO)O)C1=NOC(=C1)C (1-[(2R, 6R)-3,5-dihydroxy-6-hydroxymethyl-4-(5-methylisoxazol-3-yl)morpholin-2-yl]uracil). Isolated yield 74.7%. Reaction SMILES: [CH:1]([CH:3]([O:6][CH:7]([N:10]1[CH:15]=[CH:14][C:13](=[O:16])[NH:12][C:11]1=[O:17])[CH:8]=[O:9])[CH2:4][OH:5])=[O:2].[NH2:18][C:19]1[CH:23]=[C:22]([CH3:24])[O:21][N:20]=1>CO.O>[OH:9][CH:8]1[C@H:7]([N:10]2[CH:15]=[CH:14][C:13](=[O:16])[NH:12][C:11]2=[O:17])[O:6][C@H:3]([CH2:4][OH:5])[CH:1]([OH:2])[N:18]1[C:19]1[CH:23]=[C:22]([CH3:24])[O:21][N:20]=1. Procedure: [R-(R*, R*)]-α-(1-Formyl-2-hydroxyethoxy)-3,4-dihydro-2,4-dioxo-1(2H)pyrimidineacetaldehyde, (uridinedialdehyde), (4.0 g) was dissolved in a mixture of methanol (30 ml) and water (30 ml). To the solution was added 3-amino-5-methylisoxazole (1.62 g). The mixture was stirred at ambient temperature for five hours and evaporated in vacuo. The residue was triturated with acetone to give 1-[(2R, 6R)-3,5-dihydroxy-6-hydroxymethyl-4-(5-methylisoxazol-3-yl)morpholin-2-yl]uracil (4.2 g).